This data is from the Open Reaction Database (ORD), a public repository of structured organic reaction records. The task is: describe an organic reaction: reactants, conditions, products, and yield Starting materials: O=[N+]([O-])c1cc(OCc2ccccc2)ccc1CCO, ClC(Cl)(Cl)Cl, ClCCl, c1ccc(P(c2ccccc2)c2ccccc2)cc1. Yields the product O=[N+]([O-])c1cc(OCc2ccccc2)ccc1CCCl. RXN SMILES: [CH2:25]([c:26]1[cH:27][cH:28][cH:29][cH:30][cH:31]1)[O:32][c:33]1[cH:34][c:35]([N+:42](=[O:43])[O-:44])[c:36]([CH2:39][CH2:40][OH:41])[cH:37][cH:38]1.[Cl:20][C:21]([Cl:22])([Cl:23])[Cl:24].[Cl:45][CH2:46][Cl:47].[c:1]1([P:2]([c:3]2[cH:4][cH:5][cH:6][cH:7][cH:8]2)[c:9]2[cH:10][cH:11][cH:12][cH:13][cH:14]2)[cH:15][cH:16][cH:17][cH:18][cH:19]1>>[CH2:21]([Cl:24])[CH2:39][c:36]1[c:35]([N+:42](=[O:43])[O-:44])[cH:34][c:33]([O:32][CH2:25][c:26]2[cH:27][cH:28][cH:29][cH:30][cH:31]2)[cH:38][cH:37]1. The reactants are CO, Cl, NO, [Na+], [OH-], CC(=O)C=Cc1ccc(C)cc1. The product is CC(C=Cc1ccc(C)cc1)=NO. Reaction SMILES: [CH3:18][OH:19].[ClH:13].[NH2:14][OH:15].[Na+:17].[OH-:16].[c:1]1([CH3:12])[cH:2][cH:3][c:4]([CH:7]=[CH:8][C:9]([CH3:10])=[O:11])[cH:5][cH:6]1>>[c:1]1([CH3:12])[cH:2][cH:3][c:4]([CH:7]=[CH:8][C:9]([CH3:10])=[N:14][OH:15])[cH:5][cH:6]1.